This data is from the Open Reaction Database (ORD), a public repository of structured organic reaction records. The task is: describe an organic reaction: reactants, conditions, products, and yield Starting materials: ClCl (Chlorine), C1=CC=CC=2NC(C3=C(C(C21)=O)C=CC=C3)=O (5H-dibenz[b,e]azepine-6,11-dione). The solvent is C(C)(=O)O (acetic acid). Yields the product ClC1=CC2=C(NC(C3=C(C2=O)C=CC=C3)=O)C=C1 (2-Chloro-5H-dibenz [b,e]azepine-6,11-dione). RXN SMILES: [Cl:1]Cl.[CH:3]1[C:13]2[C:12](=[O:14])[C:11]3[CH:15]=[CH:16][CH:17]=[CH:18][C:10]=3[C:9](=[O:19])[NH:8][C:7]=2[CH:6]=[CH:5][CH:4]=1>C(O)(=O)C>[Cl:1][C:4]1[CH:5]=[CH:6][C:7]2[NH:8][C:9](=[O:19])[C:10]3[CH:18]=[CH:17][CH:16]=[CH:15][C:11]=3[C:12](=[O:14])[C:13]=2[CH:3]=1. Procedure: Chlorine gas is bubbled into a mixture (partial suspension) of 1.0 g (450 mmol) of 5H-dibenz[b,e]azepine-6,11-dione in 50 ml of glacial acetic acid. The temperature of the mixture rises to 38° C. On standing, as the temperature of the solutions decreases, a white solid precipitates. The mixture is filtered to give 0.40 g of solid (mixture of starting material and product in ratio of 1:8). The filtrate on standing gives 0.10 g of product as crystals, m.p. 289°-293° C. Starting materials: CNC1CCN(C)CC1, CC#N, O=C1Nc2ccccc2N(C(=O)Cl)c2ccccc21, [Na+], [Na+], O=C([O-])[O-]. The product is CN1CCC(N(C)C(=O)N2c3ccccc3NC(=O)c3ccccc32)CC1. RXN SMILES: [CH3:26][N:27]1[CH2:28][CH2:29][CH:30]([NH:33][CH3:34])[CH2:31][CH2:32]1.[CH3:35][C:36]#[N:37].[Cl:1][C:2](=[O:3])[N:4]1[c:5]2[c:6]([cH:16][cH:17][cH:18][cH:19]2)[NH:7][C:8](=[O:15])[c:9]2[c:10]1[cH:11][cH:12][cH:13][cH:14]2.[Na+:20].[Na+:21].[O-:22][C:23](=[O:24])[O-:25]>>[C:2](=[O:3])([N:4]1[c:5]2[c:6]([cH:16][cH:17][cH:18][cH:19]2)[NH:7][C:8](=[O:15])[c:9]2[c:10]1[cH:11][cH:12][cH:13][cH:14]2)[N:33]([CH:30]1[CH2:29][CH2:28][N:27]([CH3:26])[CH2:32][CH2:31]1)[CH3:34]. Reactants: BrC=1C=C2C(=C(C(=NC2=CC1)Cl)CC1=CC=C(C=C1)Cl)Cl (6-bromo-2,4-dichloro-3-(4-chlorobenzyl)quinoline), S1C2=C(C=C1CC(C(=O)O)C(=O)O)C=CC=C2 (2-(benzo[b]thiophen-2-ylmethyl)malonic acid), S1C2=C(C=C1CC(C(=O)O)C(=O)O)C=CC=C2 (2-(benzo[b]thiophen-2-ylmethyl)malonic acid), BrC=1C=C2C(=C(C(=NC2=CC1)Cl)CC1=CC=C(C=C1)Cl)Cl (6-bromo-2,4-dichloro-3-(4-chlorobenzyl)quinoline), BrC=1C=C2C(=C(C(=NC2=CC1)Cl)CC1=CC=C(C=C1)Cl)Cl (6-bromo-2,4-dichloro-3-(4-chlorobenzyl)quinoline). Yields the product S1C2=C(C=C1CC=1C(=NC3=CC=C(C=C3C1Cl)Br)Cl)C=CC=C2 (3-(Benzo[b]thiophen-2-ylmethyl)-6-bromo-2,4-dichloroquinoline). RXN SMILES: [Br:1][C:2]1[CH:3]=[C:4]2[C:9](=[CH:10][CH:11]=1)[N:8]=[C:7]([Cl:12])[C:6]([CH2:13][C:14]1[CH:19]=[CH:18][C:17](Cl)=[CH:16][CH:15]=1)=[C:5]2[Cl:21].[S:22]1C(CC(C(O)=O)C(O)=O)=C[C:24]2C=CC=C[C:23]1=2>>[S:22]1[C:14]([CH2:13][C:6]2[C:7]([Cl:12])=[N:8][C:9]3[C:4]([C:5]=2[Cl:21])=[CH:3][C:2]([Br:1])=[CH:11][CH:10]=3)=[CH:19][C:18]2[CH:17]=[CH:16][CH:15]=[CH:24][C:23]1=2. Procedure details: The title compound was prepared by substituting 2-(4-chlorobenzyl)malonic acid (Intermediate 3: step b) with 2-(benzo[b]thiophen-2-ylmethyl)malonic acid (Intermediate 10: step b) then following the procedure described for the preparation of 6-bromo-2,4-dichloro-3-(4-chlorobenzyl)quinoline (Intermediate 3: step c). Reaction SMILES: [N:1]1([C:7]([O:9][CH:10](Cl)[CH3:11])=[O:8])[CH2:6][CH2:5][O:4][CH2:3][CH2:2]1.[Cl:13][C:14]1[C:15]([F:54])=[C:16]([C@@H:20]2[C@:24]([C:27]3[CH:32]=[CH:31][C:30]([Cl:33])=[CH:29][C:28]=3[F:34])([C:25]#[N:26])[C@H:23]([CH2:35][C:36]([CH3:39])([CH3:38])[CH3:37])[NH:22][C@H:21]2[C:40]([NH:42][C:43]2[CH:51]=[CH:50][C:46]([C:47]([OH:49])=[O:48])=[CH:45][C:44]=2[O:52][CH3:53])=[O:41])[CH:17]=[CH:18][CH:19]=1.C(=O)([O-])[O-].[Cs+].[Cs+]>CN(C)C=O>[N:1]1([C:7]([O:9][CH:10]([O:49][C:47](=[O:48])[C:46]2[CH:50]=[CH:51][C:43]([NH:42][C:40]([C@H:21]3[C@H:20]([C:16]4[CH:17]=[CH:18][CH:19]=[C:14]([Cl:13])[C:15]=4[F:54])[C@:24]([C:27]4[CH:32]=[CH:31][C:30]([Cl:33])=[CH:29][C:28]=4[F:34])([C:25]#[N:26])[C@H:23]([CH2:35][C:36]([CH3:38])([CH3:39])[CH3:37])[NH:22]3)=[O:41])=[C:44]([O:52][CH3:53])[CH:45]=2)[CH3:11])=[O:8])[CH2:6][CH2:5][O:4][CH2:3][CH2:2]1 |f:2.3.4|. Starting materials: N1(CCOCC1)C(=O)OC(C)Cl (1-chloroethyl morpholine-4-carboxylate), ClC=1C(=C(C=CC1)[C@H]1[C@@H](N[C@H]([C@]1(C#N)C1=C(C=C(C=C1)Cl)F)CC(C)(C)C)C(=O)NC1=C(C=C(C(=O)O)C=C1)OC)F (4-((2R,3S,4R,5S)-3-(3-chloro-2-fluorophenyl)-4-(4-chloro-2-fluorophenyl)-4-cyano-5-neopentylpyrrolidine-2-carboxamido)-3-methoxybenzoic acid), C([O-])([O-])=O.[Cs+].[Cs+] (cesium carbonate). Procedure details: In a manner similar to the method described in Example 3, 1-chloroethyl chloroformate (2.64 g, 2 mL, 18.5 mmol) was reacted with morpholine (1.69 g, 1.7 mL, 19.4 mmol) and pyridine (1.68 g, 1.72 mL, 21.2 mmol) in methylene chloride (25 mL) at room temperature overnight to give the crude product, 1-chloroethyl morpholine-4-carboxylate. A portion of 1-chloroethyl morpholine-4-carboxylate (670.1 mg, 3.46 mmol) was then reacted with chiral 4-((2R,3S,4R,5S)-3-(3-chloro-2-fluorophenyl)-4-(4-chloro-2-f... Yields the product N1(CCOCC1)C(=O)OC(C)OC(C1=CC(=C(C=C1)NC(=O)[C@@H]1N[C@H]([C@]([C@H]1C1=C(C(=CC=C1)Cl)F)(C#N)C1=C(C=C(C=C1)Cl)F)CC(C)(C)C)OC)=O (1-(4-((2R,3S,4R,5S)-3-(3-chloro-2-fluorophenyl)-4-(4-chloro-2-fluorophenyl)-4-cyano-5-neopentylpyrrolidine-2-carboxamido)-3-methoxybenzoyloxy)ethyl morpholine-4-carboxylate). Isolated yield 74.2%. The solvent is CN(C=O)C (dimethylformamide). Reactants: CCOC(=O)C(C(=O)OCC)=C(Nc1ccc(F)c(F)c1F)SCC(=O)CCl, O, O=S(=O)(O)O. Product: CCOC(=O)C(C(=O)OCC)=C1SC=C(CCl)N1c1ccc(F)c(F)c1F. As a reaction SMILES: [F:1][c:2]1[c:3]([NH:4][C:5]([S:6][CH2:7][C:8]([CH2:9][Cl:10])=[O:11])=[C:12]([C:13](=[O:14])[O:15][CH2:16][CH3:17])[C:18](=[O:19])[O:20][CH2:21][CH3:22])[cH:23][cH:24][c:25]([F:28])[c:26]1[F:27].[OH2:34].[S:29](=[O:30])(=[O:31])([OH:32])[OH:33]>>[F:1][c:2]1[c:3]([N:4]2[C:5](=[C:12]([C:13](=[O:14])[O:15][CH2:16][CH3:17])[C:18](=[O:19])[O:20][CH2:21][CH3:22])[S:6][CH:7]=[C:8]2[CH2:9][Cl:10])[cH:23][cH:24][c:25]([F:28])[c:26]1[F:27]. The reactants are C(C=C)(=O)OCCCC (n-butyl acrylate), CO (methanol). Conditions: time 4 hour. Product: C(C(=C)C)(=O)OC.C(C=C)(=O)OCCCC.C(C(=C)C)(=O)OC (methyl methacrylate n-butyl acrylate methyl methacrylate). As a reaction SMILES: [C:1]([O:5][CH2:6][CH2:7][CH2:8][CH3:9])(=[O:4])[CH:2]=[CH2:3].[CH3:10]O>>[C:1]([O:5][CH3:6])(=[O:4])[C:2]([CH3:10])=[CH2:3].[C:1]([O:5][CH2:6][CH2:7][CH2:8][CH3:9])(=[O:4])[CH:2]=[CH2:3].[C:1]([O:5][CH3:6])(=[O:4])[C:2]([CH3:10])=[CH2:3] |f:2.3.4|. Reported procedure: and 100 mL of toluene, and the reactor was nitrogen-purged. The reaction liquid was heated at 70° C. for 6 hours while being stirred, and a methyl methacrylate polymer (Mw=67,800, Mn=55,900, Mw/Mn=1.21) was thereby produced. Next, 210 g (1.64 mol) of n-butyl acrylate was dripped from the dropping funnel for over 2 hours, and heating was further performed at 70° C. for 4 hours. The reaction solution was then cooled to room temperature, and poured into 1.2 L of methanol. A methyl methacrylate-n-bu... The reactants are ClC1=CC=C(C=C1)C1=C(C=C(C(N1)=O)C(=O)O)C1=CC=CC=C1 (6-(4-chlorophenyl)-5-(phenyl)-2-oxo-1,2-dihydropyridine-3-carboxylic acid), CO (methanol). Run at time 20 hour. The product is ClC1=CC=C(C=C1)C1=C(C=C(C(N1)=O)C(=O)OC)C1=CC=CC=C1 (Methyl 6-(4-chlorophenyl)-5-(phenyl)-2-oxo-1,2-dihydropyridine-3-carboxylate). As a reaction SMILES: [Cl:1][C:2]1[CH:7]=[CH:6][C:5]([C:8]2[NH:13][C:12](=[O:14])[C:11]([C:15]([OH:17])=[O:16])=[CH:10][C:9]=2[C:18]2[CH:23]=[CH:22][CH:21]=[CH:20][CH:19]=2)=[CH:4][CH:3]=1.[CH3:24]O>>[Cl:1][C:2]1[CH:3]=[CH:4][C:5]([C:8]2[NH:13][C:12](=[O:14])[C:11]([C:15]([O:17][CH3:24])=[O:16])=[CH:10][C:9]=2[C:18]2[CH:19]=[CH:20][CH:21]=[CH:22][CH:23]=2)=[CH:6][CH:7]=1. Procedure: Into a suspension of 6-(4-chlorophenyl)-5-(phenyl)-2-oxo-1,2-dihydropyridine-3-carboxylic acid (5.0 g, 15.3 mmol) from Step C in methanol (400 mL) was bubbled HCl gas until the resulting solution was saturated. The mixture was stirred at rt for 20 h, then heated at 60° C. for 8 h, and again at rt for 16 h. The reaction was concentrated in vacuo, made basic with saturated sodium carbonate solution, and extracted twice with methylene chloride. The organic layers were washed with a portion of brine... Reactants: BrC=1C=C(C(=O)O)C=CC1 (3-bromobenzoic acid), C(CC)O (propanol), N,N'-carbonyldiimidazole, NC1=NC2=NC(=CC=C2C=C1)C1=CC=C(C=C1)F (2-amino-7-(4-fluorophenyl)-1,8-naphthyridine). Solvent: O (water). Conditions: temperature 4 celsius. The product is FC1=CC=C(C=C1)C1=CC=C2C=CC(=NC2=N1)NC(C1=CC(=CC=C1)Br)=O (N-[7-(4-Fluorophenyl)-1,8-naphthyridin-2-yl]-3-bromobenzamide). Yield: 46.7%. Reaction SMILES: [Br:1][C:2]1[CH:3]=[C:4]([CH:8]=[CH:9][CH:10]=1)[C:5]([OH:7])=O.[NH2:11][C:12]1[CH:21]=[CH:20][C:19]2[C:14](=[N:15][C:16]([C:22]3[CH:27]=[CH:26][C:25]([F:28])=[CH:24][CH:23]=3)=[CH:17][CH:18]=2)[N:13]=1.C(O)CC>O>[F:28][C:25]1[CH:24]=[CH:23][C:22]([C:16]2[N:15]=[C:14]3[C:19]([CH:20]=[CH:21][C:12]([NH:11][C:5](=[O:7])[C:4]4[CH:8]=[CH:9][CH:10]=[C:2]([Br:1])[CH:3]=4)=[N:13]3)=[CH:18][CH:17]=2)=[CH:27][CH:26]=1. Procedure details: The procedure is analogous to that described in Example 11, but starting with 3-bromobenzoic acid (2.1 g), N,N'-carbonyldiimidazole (1.6 g) and 2-amino-7-(4-fluorophenyl)-1,8-naphthyridine (1.7 g). The product obtained by precipitation in water (2 g) is dissolved in boiling propanol (200 cc). After cooling for 4 hours at 4° C., the crystallized solid is separated by filtration, washed with propanol (3×10 cc) and dried at 40° C. under reduced pressure (0.07 kPa). N-[7-(4-Fluorophenyl)-1,8-naphthy... Reactants: [Br-], Cc1ccccc1, C[P+](c1ccccc1)(c1ccccc1)c1ccccc1, CCOc1cc(C=O)ccc1O. Product: C=Cc1ccc(O)c(OCC)c1. As a reaction SMILES: [Br-:20].[CH3:13][c:14]1[cH:15][cH:16][cH:17][cH:18][cH:19]1.[CH3:21][P+:22]([c:23]1[cH:24][cH:25][cH:26][cH:27][cH:28]1)([c:29]1[cH:30][cH:31][cH:32][cH:33][cH:34]1)[c:35]1[cH:36][cH:37][cH:38][cH:39][cH:40]1.[O:1]=[CH:2][c:3]1[cH:4][c:5]([O:6][CH2:7][CH3:8])[c:9]([OH:10])[cH:11][cH:12]1>>[CH:2]([c:3]1[cH:4][c:5]([O:6][CH2:7][CH3:8])[c:9]([OH:10])[cH:11][cH:12]1)=[CH2:13]. Starting materials: C(CCC)[SnH](CCCC)CCCC (Tributyltin hydride), OC(C)(C)[C@]1(C(N([C@@H]1CC=C)C(C(=O)OC)=C(C)C)=O)[N+]#[C-] (methyl 2-[(3R,4R)-3-(1-hydroxy-1-methylethyl)-3-isocyano-2-oxo-4-allylazetidin-1-yl]-3-methylbut-2-enoate), N(=NC(C#N)(C)C)C(C#N)(C)C (azobisisobutyronitrile). Run in C1=CC=CC=C1 (benzene). The product is OC(C)(C)[C@H]1C(N([C@@H]1CC=C)C(C(=O)OC)=C(C)C)=O (methyl 2-[(3S,4R)-3-(1-hydroxy-1-methylethyl)-2-oxo-4-allylazetidin-1-yl]-3-methylbut-2-enoate). Isolated yield 96.6%. Reaction SMILES: C([SnH](CCCC)CCCC)CCC.[OH:14][C:15]([C@:18]1([N+]#[C-])[C@@H:21]([CH2:22][CH:23]=[CH2:24])[N:20]([C:25](=[C:30]([CH3:32])[CH3:31])[C:26]([O:28][CH3:29])=[O:27])[C:19]1=[O:33])([CH3:17])[CH3:16].N(C(C)(C)C#N)=NC(C)(C)C#N>C1C=CC=CC=1>[OH:14][C:15]([C@@H:18]1[C@@H:21]([CH2:22][CH:23]=[CH2:24])[N:20]([C:25](=[C:30]([CH3:32])[CH3:31])[C:26]([O:28][CH3:29])=[O:27])[C:19]1=[O:33])([CH3:17])[CH3:16]. Procedure details: Tributyltin hydride (0.707 ml) was added to a mixture of methyl 2-[(3R,4R)-3-(1-hydroxy-1-methylethyl)-3-isocyano-2-oxo-4-allylazetidin-1-yl]-3-methylbut-2-enoate (630 mg) and azobisisobutyronitrile (34 mg) in benzene (6 ml) at room temperature, and the mixture was refluxed for 15 minutes. The reaction mixture was cooled and chromatographed on silica gel (20 g) eluting with a mixture of hexane and ethyl acetate (3:1-1:1) to give a 3:1 mixture (559 mg) of methyl 2-[(3S,4R)-3-(1-hydroxy-1-methylet...